Dataset: the Open Reaction Database (ORD), a public repository of structured organic reaction records. Task: describe an organic reaction: reactants, conditions, products, and yield The reactants are COC(=O)c1coc(-c2cccc(C3=Nc4ccc(-n5cccc5)cc4NC(=O)C3)c2)n1, CO, N. Yields the product NC(=O)c1coc(-c2cccc(C3=Nc4ccc(-n5cccc5)cc4NC(=O)C3)c2)n1. Reaction SMILES: [CH3:1][O:2][C:3](=[O:4])[c:5]1[n:6][c:7](-[c:10]2[cH:11][c:12]([C:16]3=[N:22][c:21]4[c:20]([cH:26][c:25](-[n:27]5[cH:28][cH:29][cH:30][cH:31]5)[cH:24][cH:23]4)[NH:19][C:18](=[O:32])[CH2:17]3)[cH:13][cH:14][cH:15]2)[o:8][cH:9]1.[CH3:34][OH:35].[NH3:33]>>[C:3](=[O:4])([c:5]1[n:6][c:7](-[c:10]2[cH:11][c:12]([C:16]3=[N:22][c:21]4[c:20]([cH:26][c:25](-[n:27]5[cH:28][cH:29][cH:30][cH:31]5)[cH:24][cH:23]4)[NH:19][C:18](=[O:32])[CH2:17]3)[cH:13][cH:14][cH:15]2)[o:8][cH:9]1)[NH2:33]. Starting materials: ClC=1C=CC2=C(CCC=3C(=NC=CC3)C2=C2CCN(CC2)CC=2C=NC=C(C2)C)C1 (8-chloro-11-(1-[(5-methyl-3-pyridyl)methyl]-4-piperidyliden)-6,11-dihydro-5H-benzo[5,6]cyclohepta[1,2-b]pyridine), C(C)OCC (diethyl ether), Cl (hydrochloric acid). The solvent is C(C)(=O)OCC (ethyl acetate). Product: Cl.Cl.Cl.ClC=1C=CC2=C(CCC=3C(=NC=CC3)C2=C2CCN(CC2)CC=2C=NC=C(C2)C)C1 (8-chloro-11-(1-[(5-methyl-3-pyridyl)methyl]-4-piperidyliden)-6,11-dihydro-5H-benzo[5,6]cyclohepta[1,2-b]pyridine, trihydrochloride), solid. Yield: 80.0%. As a reaction SMILES: [Cl:1][C:2]1[CH:3]=[CH:4][C:5]2[C:15](=[C:16]3[CH2:21][CH2:20][N:19]([CH2:22][C:23]4[CH:24]=[N:25][CH:26]=[C:27]([CH3:29])[CH:28]=4)[CH2:18][CH2:17]3)[C:10]3=[N:11][CH:12]=[CH:13][CH:14]=[C:9]3[CH2:8][CH2:7][C:6]=2[CH:30]=1.C(OCC)C.[ClH:36]>C(OCC)(=O)C>[ClH:1].[ClH:36].[ClH:1].[Cl:1][C:2]1[CH:3]=[CH:4][C:5]2[C:15](=[C:16]3[CH2:21][CH2:20][N:19]([CH2:22][C:23]4[CH:24]=[N:25][CH:26]=[C:27]([CH3:29])[CH:28]=4)[CH2:18][CH2:17]3)[C:10]3=[N:11][CH:12]=[CH:13][CH:14]=[C:9]3[CH2:8][CH2:7][C:6]=2[CH:30]=1 |f:4.5.6.7|. Procedure: To a cooled (0° C.) solution of 1.13 g of the compound obtained in example 4 in ethyl acetate, was added a diethyl ether solution saturated with hydrochloric acid gas, to give the title compound of this example as a white solid (yield: 80%).